This data is from the Open Reaction Database (ORD), a public repository of structured organic reaction records. The task is: describe an organic reaction: reactants, conditions, products, and yield The reactants are O=C1C2(C=3C(=NC=CC3)N1)CC1=CC=C(C=C1C2)NC=2C=C(C(=O)O)C=CN2 (2-(2′-oxo-1,1′,2′,3-tetrahydrospiro[indene-2,3′-pyrrolo[2,3-b]pyridin]-5-ylamino)isonicotinic acid), CC1NC2=CC=CC=C2C1 (2-methylindoline), CCN(C(C)C)C(C)C (DIPEA), CN(C)C(=[N+](C)C)ON1C2=C(C=CC=C2)N=N1.[B-](F)(F)(F)F (TBTU). The solvent is CN(C)C=O (DMF). Yields the product CC1N(C2=CC=CC=C2C1)C(=O)C1=CC(=NC=C1)NC=1C=C2CC3(C(NC4=NC=CC=C43)=O)CC2=CC1 (5-(4-(2-methylindoline-1-carbonyl)pyridin-2-ylamino)-1,3-dihydrospiro[indene-2,3′-pyrrolo-[2,3-b]pyridin]-2′(1′H)-one). RXN SMILES: [O:1]=[C:2]1[NH:10][C:5]2=[N:6][CH:7]=[CH:8][CH:9]=[C:4]2[C:3]21[CH2:18][C:17]1[C:12](=[CH:13][CH:14]=[C:15]([NH:19][C:20]3[CH:21]=[C:22]([CH:26]=[CH:27][N:28]=3)[C:23]([OH:25])=O)[CH:16]=1)[CH2:11]2.[CH3:29][CH:30]1[CH2:38][C:37]2[C:32](=[CH:33][CH:34]=[CH:35][CH:36]=2)[NH:31]1.CCN(C(C)C)C(C)C.CN(C(ON1N=NC2C=CC=CC1=2)=[N+](C)C)C.[B-](F)(F)(F)F>CN(C=O)C>[CH3:29][CH:30]1[CH2:38][C:37]2[C:32](=[CH:33][CH:34]=[CH:35][CH:36]=2)[N:31]1[C:23]([C:22]1[CH:26]=[CH:27][N:28]=[C:20]([NH:19][C:15]2[CH:16]=[C:17]3[C:12](=[CH:13][CH:14]=2)[CH2:11][C:3]2([C:4]4[C:5](=[N:6][CH:7]=[CH:8][CH:9]=4)[NH:10][C:2]2=[O:1])[CH2:18]3)[CH:21]=1)=[O:25] |f:3.4|. Procedure details: 150 mg (0.40 mmol) 2-(2′-oxo-1,1′,2′,3-tetrahydrospiro[indene-2,3′-pyrrolo[2,3-b]pyridin]-5-ylamino)isonicotinic acid, 55 μL (0.42 mmol) 2-methylindoline, 0.15 mL (0.87 mmol) DIPEA and 130 mg (0.41 mmol) TBTU in 1.8 mL DMF were stirred overnight at RT. The purification was carried out by preparative HPLC-MS. The product-containing fractions were combined and lyophilised. Starting materials: C(=O)(O)[O-].[Na+] (NaHCO3), C(C)(=O)SC1=CN=C(S1)NC(C)=O (N-[5-(Acetylthio)-2-thiazolyl]acetamide), BrCC=1OC(=C(N1)C)C (2-(bromomethyl)-4,5-dimethyloxazole), CC(C)([O-])C.[K+] (potassiumtert-butoxide). Run in C1CCOC1 (THF). Run at time 15 minute. The product is CC=1N=C(OC1C)CSC1=CN=C(S1)NC(C)=O (N-[5-[[(4,5-dimethyl-2-oxazolyl)methyl]thio]-2-thiazolyl]acetamide). Isolated yield 23.0%. As a reaction SMILES: [C:1]([S:4][C:5]1[S:9][C:8]([NH:10][C:11](=[O:13])[CH3:12])=[N:7][CH:6]=1)(=O)[CH3:2].CC(C)([O-])C.[K+].BrCC1[O:23][C:24]([CH3:28])=[C:25]([CH3:27])[N:26]=1.C([O-])(O)=O.[Na+]>C1COCC1>[CH3:27][C:25]1[N:26]=[C:2]([CH2:1][S:4][C:5]2[S:9][C:8]([NH:10][C:11](=[O:13])[CH3:12])=[N:7][CH:6]=2)[O:23][C:24]=1[CH3:28] |f:1.2,4.5|. Reported procedure: N-[5-(Acetylthio)-2-thiazolyl]acetamide (0.050 g, 0.23 mmol) was dissolved in dry THF (10 ml) and here potassiumtert-butoxide (1.0 M solution in THF, 0.25 ml, 0.25 mmol) was added to the mixture. The reaction mixture was stirred at rt for 15 min., and 2-(bromomethyl)-4,5-dimethyloxazole (0.064 g, 0.34 mmol) was added to this mixture. The reaction mixture was stirred at rt for 3 h and saturated aqueous NaHCO3 solution (20 mL) was added to the mixture. The organic layer was separated and the aqueo...